Dataset: the Open Reaction Database (ORD), a public repository of structured organic reaction records. Task: describe an organic reaction: reactants, conditions, products, and yield Reactants: CCOC(=O)c1ncn2c1C1CCCN1C(=O)c1c(Cl)cccc1-2, N#C[K], C=CCO. The product is C=CCOC(=O)c1ncn2c1C1CCCN1C(=O)c1c(Cl)cccc1-2. RXN SMILES: [Cl:1][c:2]1[cH:3][cH:4][cH:5][c:6]2[c:7]1[C:8](=[O:24])[N:9]1[CH:10]([c:11]3[n:12]-2[cH:13][n:14][c:15]3[C:16](=[O:17])[O:18][CH2:19][CH3:20])[CH2:21][CH2:22][CH2:23]1.[K:25][C:26]#[N:27].[OH:28][CH2:29][CH:30]=[CH2:31]>>[Cl:1][c:2]1[cH:3][cH:4][cH:5][c:6]2[c:7]1[C:8](=[O:24])[N:9]1[CH:10]([c:11]3[n:12]-2[cH:13][n:14][c:15]3[C:16](=[O:17])[O:18][CH2:19][CH:20]=[CH2:26])[CH2:21][CH2:22][CH2:23]1. The reactants are [Br-], CCCCc1nc(C(C)=O)c(C#N)[nH]1, CC[Mg+]. The product is CCCCc1nc(C(=O)CC)c(C#N)[nH]1. As a reaction SMILES: [Br-:15].[C:1]([CH3:2])(=[O:3])[c:4]1[n:5][c:6]([CH2:11][CH2:12][CH2:13][CH3:14])[nH:7][c:8]1[C:9]#[N:10].[CH2:16]([Mg+:17])[CH3:18]>>[C:1]([CH2:2][CH3:16])(=[O:3])[c:4]1[n:5][c:6]([CH2:11][CH2:12][CH2:13][CH3:14])[nH:7][c:8]1[C:9]#[N:10].